This data is from the Open Reaction Database (ORD), a public repository of structured organic reaction records. The task is: describe an organic reaction: reactants, conditions, products, and yield Reactants: CCN(C(C)C)C(C)C, ClCCl, COc1ccc2cc(C(=O)O)ccc2c1, COC(=O)c1ccc2c(c1)C(N)CC2, CCOC(C)=O, Cl, O, On1nnc2ccccc21. The product is COC(=O)c1ccc2c(c1)C(NC(=O)c1ccc3cc(OC)ccc3c1)CC2. RXN SMILES: [CH2:1]([N:2]([CH:3]([CH3:4])[CH3:5])[CH:6]([CH3:7])[CH3:8])[CH3:9].[CH2:51]([Cl:52])[Cl:53].[CH3:10][O:11][c:12]1[cH:13][c:14]2[cH:15][cH:16][c:17]([C:22](=[O:23])[OH:24])[cH:18][c:19]2[cH:20][cH:21]1.[CH3:37][O:38][C:39](=[O:40])[c:41]1[cH:42][c:43]2[c:47]([cH:48][cH:49]1)[CH2:46][CH2:45][CH:44]2[NH2:50].[CH3:54][CH2:55][O:56][C:57](=[O:58])[CH3:59].[ClH:36].[OH2:25].[OH:26][n:27]1[c:28]2[cH:29][cH:30][cH:31][cH:32][c:33]2[n:34][n:35]1>>[CH3:10][O:11][c:12]1[cH:13][c:14]2[cH:15][cH:16][c:17]([C:22](=[O:24])[NH:50][CH:44]3[c:43]4[cH:42][c:41]([C:39]([O:38][CH3:37])=[O:40])[cH:49][cH:48][c:47]4[CH2:46][CH2:45]3)[cH:18][c:19]2[cH:20][cH:21]1. Starting materials: CC(C)(C)OC(=O)N1CCN(C(=O)c2ccc(Br)cc2S(C)(=O)=O)CC1, O=C1NC(COC(=O)c2ccccc2)CO1. Yields the product CC(C)(C)OC(=O)N1CCN(C(=O)c2ccc(N3C(=O)OCC3COC(=O)c3ccccc3)cc2S(C)(=O)=O)CC1. As a reaction SMILES: [C:1]([CH3:2])([CH3:3])([CH3:4])[O:5][C:6](=[O:7])[N:8]1[CH2:9][CH2:10][N:11]([C:14]([c:15]2[c:16]([S:22](=[O:23])(=[O:24])[CH3:25])[cH:17][c:18]([Br:21])[cH:19][cH:20]2)=[O:26])[CH2:12][CH2:13]1.[O:27]=[C:28]1[O:29][CH2:30][CH:31]([CH2:33][O:34][C:35]([c:36]2[cH:37][cH:38][cH:39][cH:40][cH:41]2)=[O:42])[NH:32]1>>[C:1]([CH3:2])([CH3:3])([CH3:4])[O:5][C:6](=[O:7])[N:8]1[CH2:9][CH2:10][N:11]([C:14]([c:15]2[c:16]([S:22](=[O:23])(=[O:24])[CH3:25])[cH:17][c:18]([N:32]3[C:28](=[O:27])[O:29][CH2:30][CH:31]3[CH2:33][O:34][C:35]([c:36]3[cH:37][cH:38][cH:39][cH:40][cH:41]3)=[O:42])[cH:19][cH:20]2)=[O:26])[CH2:12][CH2:13]1. Reactants: CC(=O)O[BH-](OC(C)=O)OC(C)=O, C1CCOC1, NS(=O)(=O)c1ccc(N2CCNCC2)cc1, [Na+], O=Cc1ccc2c(c1)NC(=O)CO2. Product: NS(=O)(=O)c1ccc(N2CCN(Cc3ccc4c(c3)NC(=O)CO4)CC2)cc1. RXN SMILES: [C:1]([O:2][BH-:3]([O:4][C:5](=[O:6])[CH3:7])[O:8][C:9](=[O:10])[CH3:11])(=[O:12])[CH3:13].[CH2:44]1[O:45][CH2:46][CH2:47][CH2:48]1.[N:28]1([c:34]2[cH:35][cH:36][c:37]([S:40](=[O:41])(=[O:42])[NH2:43])[cH:38][cH:39]2)[CH2:29][CH2:30][NH:31][CH2:32][CH2:33]1.[Na+:14].[O:15]=[C:16]1[CH2:17][O:18][c:19]2[c:20]([cH:22][c:23]([CH:26]=[O:27])[cH:24][cH:25]2)[NH:21]1>>[O:15]=[C:16]1[CH2:17][O:18][c:19]2[c:20]([cH:22][c:23]([CH2:26][N:31]3[CH2:30][CH2:29][N:28]([c:34]4[cH:35][cH:36][c:37]([S:40](=[O:41])(=[O:42])[NH2:43])[cH:38][cH:39]4)[CH2:33][CH2:32]3)[cH:24][cH:25]2)[NH:21]1. Reactants: Cl.C1(=CC=CC=C1)[C@@H]1[C@@H](CCC1)N (cis-2-phenylcyclopentylamine hydrochloride), Cl.C1(=CC=CC=C1)[C@H]1[C@@H](CCC1)N (trans-2-phenylcyclopentylamine hydrochloride). The product is hydrochloride salt, C1(CCCCC1)[C@H]1[C@@H](CCC1)N (trans-2-cyclohexylcyclopentylamine). Reaction SMILES: Cl.[C:2]1([C@H:8]2[CH2:12][CH2:11][CH2:10][C@H:9]2[NH2:13])[CH:7]=[CH:6][CH:5]=[CH:4][CH:3]=1.Cl.C1([C@@H]2CCC[C@H]2N)C=CC=CC=1>>[CH:2]1([C@@H:8]2[CH2:12][CH2:11][CH2:10][C@H:9]2[NH2:13])[CH2:3][CH2:4][CH2:5][CH2:6][CH2:7]1 |f:0.1,2.3|. Procedure details: By the procedure described in Example 3(A) only substituting for cis-2-phenylcyclopentylamine hydrochloride an appropriate amount of trans-2-phenylcyclopentylamine hydrochloride, M.P. 142°-143° C., the hydrochloride salt of trans-2-cyclohexylcyclopentylamine was obtained, M.P. 199°-200° C. Following the procedure of Example 1 only substituting for cis-2-phenylcyclopentylamine hydrochloride an appropriate amount of trans-2-cyclohexylcyclopentylamine hydrochloride and employing a reaction time of ... Starting materials: C(=O)[O-].[NH4+] (ammonium formate), NC1=C(C=C(C=C1[N+](=O)[O-])NC(=O)OC)[N+](=O)[O-] (4-amino-3,5-dinitro-1-(methoxycarbonyl)aminobenzene), CN(C)C(=O)/C=C/C1=CN2[C@@H](C1)C(NC=3C=C4C(=CC3C2=O)OCO4)S(=O)(=O)[O-].[Na+] (sodium bisulfite adduct), BrC1=CC=C(C=O)C=C1 (4-bromobenzaldehyde). The reagents and catalysts are [Pd] (Pd/C). Run in C(C)O (ethanol). Run at time 8 hour. Product: NC1=CC(=CC2=C1NC(=N2)C2=CC=C(C=C2)Br)NC(=O)OC (7-amino-5-(methoxycarbonyl)amino-2-(4-bromophenyl)-1H-benzo[d]imidazole). The yield is 201.1%. RXN SMILES: [NH2:1][C:2]1[C:7]([N+:8]([O-])=O)=[CH:6][C:5]([NH:11][C:12]([O:14][CH3:15])=[O:13])=[CH:4][C:3]=1[N+:16]([O-])=O.C([O-])=O.[NH4+].CN(C(/C=C/C1C[C@H]2C(S([O-])(=O)=O)NC3C=C4OCOC4=CC=3C(=O)N2C=1)=O)C.[Na+].[Br:53][C:54]1[CH:61]=[CH:60][C:57]([CH:58]=O)=[CH:56][CH:55]=1>C(O)C.[Pd]>[NH2:8][C:7]1[C:2]2[NH:1][C:58]([C:57]3[CH:60]=[CH:61][C:54]([Br:53])=[CH:55][CH:56]=3)=[N:16][C:3]=2[CH:4]=[C:5]([NH:11][C:12]([O:14][CH3:15])=[O:13])[CH:6]=1 |f:1.2,3.4|. Reported procedure: To a suspension of 4-amino-3,5-dinitro-1-(methoxycarbonyl)aminobenzene (311 mg, 1.2 mmol) in ethanol (24 mL), was added ammonium formate (1.8 g) and 10% Pd/C (120 mg) under nitrogen. The mixture was stirred at room temperature overnight. The Pd/C and excess ammonium formate were filtered off. The filtrate was treated with the sodium bisulfite adduct of 4-bromobenzaldehyde (715 mg, 0.84 mmol) at 0° C. After the solution was stirred for 12-16 h at room temperature under nitrogen, a trace of insolu... The reactants are Sc1ccccc1Br, BrCC1OCCO1, O=C([O-])[O-], CN(C)C=O, [K+], [K+], O. Yields the product Brc1ccccc1SCC1OCCO1. RXN SMILES: [Br:1][c:2]1[c:3]([SH:8])[cH:4][cH:5][cH:6][cH:7]1.[Br:9][CH2:10][CH:11]1[O:12][CH2:13][CH2:14][O:15]1.[C:16](=[O:17])([O-:18])[O-:19].[CH3:23][N:24]([CH3:25])[CH:26]=[O:27].[K+:20].[K+:21].[OH2:22]>>[Br:1][c:2]1[c:3]([S:8][CH2:10][CH:11]2[O:12][CH2:13][CH2:14][O:15]2)[cH:4][cH:5][cH:6][cH:7]1. Starting materials: CO, CC(=O)Nc1cccc(C2CCN(CCCn3c(-c4ccc(Cl)cc4)nc4ccccc43)CC2)c1. The product is Nc1cccc(C2CCN(CCCn3c(-c4ccc(Cl)cc4)nc4ccccc43)CC2)c1. RXN SMILES: [CH3:36][OH:37].[Cl:1][c:2]1[cH:3][cH:4][c:5](-[c:8]2[n:9][c:10]3[c:11]([n:12]2[CH2:13][CH2:14][CH2:15][N:16]2[CH2:17][CH2:18][CH:19]([c:22]4[cH:23][c:24]([NH:28][C:29](=[O:30])[CH3:31])[cH:25][cH:26][cH:27]4)[CH2:20][CH2:21]2)[cH:32][cH:33][cH:34][cH:35]3)[cH:6][cH:7]1>>[Cl:1][c:2]1[cH:3][cH:4][c:5](-[c:8]2[n:9][c:10]3[c:11]([n:12]2[CH2:13][CH2:14][CH2:15][N:16]2[CH2:17][CH2:18][CH:19]([c:22]4[cH:23][c:24]([NH2:28])[cH:25][cH:26][cH:27]4)[CH2:20][CH2:21]2)[cH:32][cH:33][cH:34][cH:35]3)[cH:6][cH:7]1.